From a dataset of the Open Reaction Database (ORD), a public repository of structured organic reaction records. describe an organic reaction: reactants, conditions, products, and yield The reactants are CCN(C(C)C)C(C)C, O=c1c(Br)c(OS(=O)(=O)C(F)(F)F)ccn1Cc1cccc(F)c1, C=Cc1ccc(F)cc1, CN(C)C=O, Cl[Pd]Cl, c1ccc(P(c2ccccc2)c2ccccc2)cc1, c1ccc(P(c2ccccc2)c2ccccc2)cc1. Yields the product O=c1c(Br)c(C=Cc2ccc(F)cc2)ccn1Cc1cccc(F)c1. Reaction SMILES: [CH:34]([N:35]([CH:36]([CH3:37])[CH3:38])[CH2:39][CH3:40])([CH3:41])[CH3:42].[F:1][C:2]([F:3])([F:4])[S:5]([O:6][c:7]1[c:8]([Br:22])[c:9](=[O:21])[n:10]([CH2:13][c:14]2[cH:15][c:16]([F:20])[cH:17][cH:18][cH:19]2)[cH:11][cH:12]1)(=[O:23])=[O:24].[F:25][c:26]1[cH:27][cH:28][c:29]([CH:30]=[CH2:31])[cH:32][cH:33]1.[O:43]=[CH:44][N:45]([CH3:46])[CH3:47].[Pd:48]([Cl:49])[Cl:50].[c:51]1([P:52]([c:53]2[cH:54][cH:55][cH:56][cH:57][cH:58]2)[c:59]2[cH:60][cH:61][cH:62][cH:63][cH:64]2)[cH:65][cH:66][cH:67][cH:68][cH:69]1.[c:70]1([P:71]([c:72]2[cH:73][cH:74][cH:75][cH:76][cH:77]2)[c:78]2[cH:79][cH:80][cH:81][cH:82][cH:83]2)[cH:84][cH:85][cH:86][cH:87][cH:88]1>>[c:7]1([CH:31]=[CH:30][c:29]2[cH:28][cH:27][c:26]([F:25])[cH:33][cH:32]2)[c:8]([Br:22])[c:9](=[O:21])[n:10]([CH2:13][c:14]2[cH:15][c:16]([F:20])[cH:17][cH:18][cH:19]2)[cH:11][cH:12]1. The reactants are O=C(Nc1nc2cc(C(F)(F)F)cc(Cl)n2n1)c1cccnc1, NC1CCCCC1. The product is O=C(Nc1nc2cc(C(F)(F)F)cc(NC3CCCCC3)n2n1)c1cccnc1. Reaction SMILES: [Cl:1][c:2]1[cH:3][c:4]([C:20]([F:21])([F:22])[F:23])[cH:5][c:6]2[n:7]1[n:8][c:9]([NH:11][C:12]([c:13]1[cH:14][n:15][cH:16][cH:17][cH:18]1)=[O:19])[n:10]2.[NH2:24][CH:25]1[CH2:26][CH2:27][CH2:28][CH2:29][CH2:30]1>>[c:2]1([NH:24][CH:25]2[CH2:26][CH2:27][CH2:28][CH2:29][CH2:30]2)[cH:3][c:4]([C:20]([F:21])([F:22])[F:23])[cH:5][c:6]2[n:7]1[n:8][c:9]([NH:11][C:12]([c:13]1[cH:14][n:15][cH:16][cH:17][cH:18]1)=[O:19])[n:10]2. Product: O=C1C(c2cc3c(cc2O)OCC3)c2ccc(F)cc2N1C(c1ccccc1)c1ccccc1. Starting materials: O=C1N(C(c2ccccc2)c2ccccc2)c2cccc(Cl)c2C1(O)c1cc2c(cc1O)OCC2, O=C1N(C(c2ccccc2)c2ccccc2)c2cc(F)ccc2C1(O)c1cc2c(cc1O)OCC2. RXN SMILES: [Cl:36][c:37]1[cH:38][cH:39][cH:40][c:41]2[c:42]1[C:43]([OH:44])([c:45]1[c:46]([OH:47])[cH:48][c:49]3[c:53]([cH:54]1)[CH2:52][CH2:51][O:50]3)[C:55](=[O:56])[N:57]2[CH:58]([c:59]1[cH:60][cH:61][cH:62][cH:63][cH:64]1)[c:65]1[cH:66][cH:67][cH:68][cH:69][cH:70]1.[c:1]1([CH:7]([N:8]2[C:9](=[O:29])[C:10]([c:18]3[c:19]([OH:27])[cH:20][c:21]4[c:22]([cH:26]3)[CH2:23][CH2:24][O:25]4)([OH:28])[c:11]3[cH:12][cH:13][c:14]([F:17])[cH:15][c:16]32)[c:30]2[cH:31][cH:32][cH:33][cH:34][cH:35]2)[cH:2][cH:3][cH:4][cH:5][cH:6]1>>[c:1]1([CH:7]([N:8]2[C:9](=[O:29])[CH:10]([c:18]3[c:19]([OH:27])[cH:20][c:21]4[c:22]([cH:26]3)[CH2:23][CH2:24][O:25]4)[c:11]3[cH:12][cH:13][c:14]([F:17])[cH:15][c:16]32)[c:30]2[cH:31][cH:32][cH:33][cH:34][cH:35]2)[cH:2][cH:3][cH:4][cH:5][cH:6]1. Starting materials: CN1N=C(C=C1C(=O)NC=1C=C(C=CC1)C#CC=1C=C(C=NC1)C(=O)N=[S@@](=O)(C1=CC=CC=C1)CCCCC(=O)OC)C ((S)-Methyl 5-[N-({5-[(3-{[(1,3-dimethyl-1H-pyrazol-5-yl)carbonyl]amino}phenyl)ethynyl]pyridin-3-yl}carbonyl)-S-phenylsulfonimidoyl]pentanoate), [OH-].[Na+] (NaOH), Cl (HCl). Conditions: temperature 0 celsius, time 2 hour. The solvent is C1CCOC1 (THF). As a reaction SMILES: [CH3:1][N:2]1[C:6]([C:7]([NH:9][C:10]2[CH:11]=[C:12]([C:16]#[C:17][C:18]3[CH:19]=[C:20]([C:24]([N:26]=[S@:27]([CH2:35][CH2:36][CH2:37][CH2:38][C:39]([O:41]C)=[O:40])([C:29]4[CH:34]=[CH:33][CH:32]=[CH:31][CH:30]=4)=[O:28])=[O:25])[CH:21]=[N:22][CH:23]=3)[CH:13]=[CH:14][CH:15]=2)=[O:8])=[CH:5][C:4]([CH3:43])=[N:3]1.[OH-].[Na+].Cl>C1COCC1>[CH3:1][N:2]1[C:6]([C:7]([NH:9][C:10]2[CH:11]=[C:12]([C:16]#[C:17][C:18]3[CH:19]=[C:20]([C:24]([N:26]=[S@:27]([CH2:35][CH2:36][CH2:37][CH2:38][C:39]([OH:41])=[O:40])([C:29]4[CH:34]=[CH:33][CH:32]=[CH:31][CH:30]=4)=[O:28])=[O:25])[CH:21]=[N:22][CH:23]=3)[CH:13]=[CH:14][CH:15]=2)=[O:8])=[CH:5][C:4]([CH3:43])=[N:3]1 |f:1.2|. Reported procedure: To the solution of (S)-Methyl 5-[N-({5-[(3-{[(1,3-dimethyl-1H-pyrazol-5-yl)carbonyl]amino}phenyl)ethynyl]pyridin-3-yl}carbonyl)-S-phenylsulfonimidoyl]pentanoate (120 mg, 0.2 mmol) in THF (4 mL) at 0° C. was added dropwise a solution of aqueous NaOH (0.5 N, 2.0 mL). After the reaction mixture was stirred at 0° C. for 2 hours, 2 N HCl was carefully added to adjust the pH ˜5 followed by a partition between aqueous NH4Cl and EtOAc. The EtOAc layer was further washed with brine once and dried with an... The product is CN1N=C(C=C1C(=O)NC=1C=C(C=CC1)C#CC=1C=C(C=NC1)C(=O)N=[S@@](=O)(C1=CC=CC=C1)CCCCC(=O)O)C ((S)-5-[N-({5-[(3-{[(1,3-dimethyl-1H-pyrazol-5-yl)carbonyl]amino}phenyl)ethynyl]pyridin-3-yl}carbonyl)-S-phenylsulfonimidoyl]pentanoic acid).